Dataset: the Open Reaction Database (ORD), a public repository of structured organic reaction records. Task: describe an organic reaction: reactants, conditions, products, and yield Reactants: CC(=O)c1ccccc1, CC(C)(C)[O-], CCO, O=Cc1ccccc1, [K+], [K+], [Na+], [OH-], [OH-]. Product: O=C(C=Cc1ccccc1)c1ccccc1. As a reaction SMILES: [CH3:1][C:2](=[O:3])[c:4]1[cH:5][cH:6][cH:7][cH:8][cH:9]1.[CH3:22][C:23]([CH3:24])([O-:25])[CH3:26].[CH3:28][CH2:29][OH:30].[CH:10](=[O:11])[c:12]1[cH:13][cH:14][cH:15][cH:16][cH:17]1.[K+:21].[K+:27].[Na+:19].[OH-:18].[OH-:20]>>[CH:1]([C:2](=[O:3])[c:4]1[cH:5][cH:6][cH:7][cH:8][cH:9]1)=[CH:10][c:12]1[cH:13][cH:14][cH:15][cH:16][cH:17]1. Reactants: Cc1ccc(N(C)C)cc1, O=C1NCc2c(-c3nc(C4CC4)no3)ncn2-c2ccc(Br)cc21, Clc1ccccc1, O=P(Cl)(Cl)Cl. Product: ClC1=NCc2c(-c3nc(C4CC4)no3)ncn2-c2ccc(Br)cc21. Reaction SMILES: [CH3:25][N:26]([CH3:27])[c:28]1[cH:29][cH:30][c:31]([CH3:32])[cH:33][cH:34]1.[CH:1]1([c:4]2[n:5][o:6][c:7](-[c:9]3[n:10][cH:11][n:12]4[c:18]3[CH2:17][NH:16][C:15](=[O:19])[c:14]3[c:13]-4[cH:23][cH:22][c:21]([Br:24])[cH:20]3)[n:8]2)[CH2:2][CH2:3]1.[Cl:40][c:41]1[cH:42][cH:43][cH:44][cH:45][cH:46]1.[P:35]([Cl:36])([Cl:37])([Cl:38])=[O:39]>>[CH:1]1([c:4]2[n:5][o:6][c:7](-[c:9]3[n:10][cH:11][n:12]4[c:18]3[CH2:17][N:16]=[C:15]([Cl:37])[c:14]3[c:13]-4[cH:23][cH:22][c:21]([Br:24])[cH:20]3)[n:8]2)[CH2:2][CH2:3]1. Starting materials: COc1ccc(C(=O)O)c2c1OC(C)(C)C2, Cc1ccccc1, O=S(Cl)Cl. The product is COc1ccc(C(=O)Cl)c2c1OC(C)(C)C2. As a reaction SMILES: [CH3:1][C:2]1([CH3:16])[O:3][c:4]2[c:5]([c:7]([C:13](=[O:14])[OH:15])[cH:8][cH:9][c:10]2[O:11][CH3:12])[CH2:6]1.[CH3:21][c:22]1[cH:23][cH:24][cH:25][cH:26][cH:27]1.[S:17]([Cl:18])([Cl:19])=[O:20]>>[CH3:1][C:2]1([CH3:16])[O:3][c:4]2[c:5]([c:7]([C:13](=[O:14])[Cl:19])[cH:8][cH:9][c:10]2[O:11][CH3:12])[CH2:6]1. Starting materials: CC1=C(C(=CC(=C1)C)C)S(=O)(=O)OC1=NC(=NC(=C1CC1=C(C=C(C=C1)CCl)OC)C)N (2-amino-5-(4-(chloromethyl)-2-methoxybenzyl)-6-methylpyrimidin-4-yl 2,4,6-trimethylbenzenesulfonate), N1[C@H](CCC1)C(=O)OC(C)(C)C ((R)-tert-butyl pyrrolidine-2-carboxylate). Yields the product NC1=NC(=C(C(=N1)OS(=O)(=O)C1=C(C=C(C=C1C)C)C)CC1=C(C=C(CN2[C@H](CCC2)C(=O)OC(C)(C)C)C=C1)OC)C ((R)-tert-butyl 1-(4-((2-amino-4-(mesitylsulfonyloxy)-6-methylpyrimidin-5-yl)methyl)-3-methoxybenzyl)pyrrolidine-2-carboxylate). The yield is 91.2%. RXN SMILES: [CH3:1][C:2]1[CH:7]=[C:6]([CH3:8])[CH:5]=[C:4]([CH3:9])[C:3]=1[S:10]([O:13][C:14]1[C:19]([CH2:20][C:21]2[CH:26]=[CH:25][C:24]([CH2:27]Cl)=[CH:23][C:22]=2[O:29][CH3:30])=[C:18]([CH3:31])[N:17]=[C:16]([NH2:32])[N:15]=1)(=[O:12])=[O:11].[NH:33]1[CH2:37][CH2:36][CH2:35][C@@H:34]1[C:38]([O:40][C:41]([CH3:44])([CH3:43])[CH3:42])=[O:39]>>[NH2:32][C:16]1[N:15]=[C:14]([O:13][S:10]([C:3]2[C:4]([CH3:9])=[CH:5][C:6]([CH3:8])=[CH:7][C:2]=2[CH3:1])(=[O:11])=[O:12])[C:19]([CH2:20][C:21]2[CH:26]=[CH:25][C:24]([CH2:27][N:33]3[CH2:37][CH2:36][CH2:35][C@@H:34]3[C:38]([O:40][C:41]([CH3:44])([CH3:43])[CH3:42])=[O:39])=[CH:23][C:22]=2[O:29][CH3:30])=[C:18]([CH3:31])[N:17]=1. Procedure: The sub-title compound was synthesized by the method of example 1 step (vii) from the product of example 1 step (v) (200 mg) and (R)-tert-butyl pyrrolidine-2-carboxylate (108 mg). The sub-title compound (234 mg) was obtained as a colourless amorphous solid; LC-MS: m/z 611.